This data is from the Open Reaction Database (ORD), a public repository of structured organic reaction records. The task is: describe an organic reaction: reactants, conditions, products, and yield Reactants: CC=1NC=C(N1)C#CC=1C=C(C=CC1)C (2-Methyl-4-m-tolylethynyl-1H-imidazole), ClC1=NC=CC(=C1)F (2-chloro-4-fluoropyridine). The product is ClC1=NC=CC(=C1)N1C(=NC(=C1)C#CC=1C=C(C=CC1)C)C (2-chloro-4-(2-methyl-4-m-tolylethynyl-imidazol-1-yl)-pyridine). RXN SMILES: [CH3:1][C:2]1[NH:3][CH:4]=[C:5]([C:7]#[C:8][C:9]2[CH:10]=[C:11]([CH3:15])[CH:12]=[CH:13][CH:14]=2)[N:6]=1.[Cl:16][C:17]1[CH:22]=[C:21](F)[CH:20]=[CH:19][N:18]=1>>[Cl:16][C:17]1[CH:22]=[C:21]([N:3]2[CH:4]=[C:5]([C:7]#[C:8][C:9]3[CH:10]=[C:11]([CH3:15])[CH:12]=[CH:13][CH:14]=3)[N:6]=[C:2]2[CH3:1])[CH:20]=[CH:19][N:18]=1. Procedure details: The title compound, light brown solid, MS: m/e=308.2, 310.1 (M+H+) was prepared in accordance with the general method of example 1b from 2-Methyl-4-m-tolylethynyl-1H-imidazole and 2-chloro-4-fluoropyridine